This data is from the Open Reaction Database (ORD), a public repository of structured organic reaction records. The task is: describe an organic reaction: reactants, conditions, products, and yield Reactants: OC[C@@H](C(=O)OC)NC(=O)C=1N=CN2C1CN(C(C1=C2C=CS1)=O)C (methyl (S)-3-hydroxy-2-(5-methyl-6-oxo-5,6-dihydro-4H-imidazo[1,5-a]thieno[2,3-f][1,4]diazepin-3-ylcarbonylamino)-propionate), [OH-].COC(=O)NS(=O)(=O)[N+](CC)(CC)CC (methoxycarbonylsulphamoyltriethylammonium hydroxide). Solvent: O1CCCC1 (tetrahydrofuran). The product is CN1CC=2N(C3=C(C1=O)SC=C3)C=NC2C=2OC[C@H](N2)C(=O)OC (methyl (S)-2-(5-methyl-6-oxo-5,6-dihydro-4H-imidazo[1,5-a]thieno[2,3-f][1,4]diazepin-3-yl)-4,5-dihydro-oxazole-4-carboxylate). The yield is 22.5%. RXN SMILES: O[CH2:2][C@H:3]([NH:8][C:9]([C:11]1[N:12]=[CH:13][N:14]2[C:20]3[CH:21]=[CH:22][S:23][C:19]=3[C:18](=[O:24])[N:17]([CH3:25])[CH2:16][C:15]=12)=[O:10])[C:4]([O:6][CH3:7])=[O:5].[OH-].COC(NS([N+](CC)(CC)CC)(=O)=O)=O>O1CCCC1>[CH3:25][N:17]1[C:18](=[O:24])[C:19]2[S:23][CH:22]=[CH:21][C:20]=2[N:14]2[CH:13]=[N:12][C:11]([C:9]3[O:10][CH2:2][C@@H:3]([C:4]([O:6][CH3:7])=[O:5])[N:8]=3)=[C:15]2[CH2:16]1 |f:1.2|. Procedure details: A solution of 13.7 g (0.0377 mol) of methyl (S)-3-hydroxy-2-(5-methyl-6-oxo-5,6-dihydro-4H-imidazo[1,5-a]thieno[2,3-f][1,4]diazepin-3-ylcarbonylamino)-propionate in 270 ml of tetrahydrofuran was treated while gassing with argon with 9.87 g (0.0414 mol) of methoxycarbonylsulphamoyltriethylammonium hydroxide internal salt (Burgess reagent) according to the method described in Tetr. Letters 1992, 33, 907. The mixture was boiled at reflux for 2 hrs. and completely freed from the solvents. The residu... Reactants: COC1=C(C=CC=C1)C1=NN(C2=NC=C(C=C21)B2OC(C(O2)(C)C)(C)C)COCC[Si](C)(C)C (3-(2-Methoxy-phenyl)-5-(4,4,5,5-tetramethyl-[1,3,2]dioxaborolan-2-yl)-1-(2-trimethylsilanyl-ethoxymethyl)-1H-pyrazolo[3,4-b]pyridine), BrC=1C=C(C(C(=O)O)O)C=CC1 (3-bromomandelic acid), C1CCOC1 (THF), C([O-])([O-])=O.[Na+].[Na+] (sodium carbonate). Reagents/catalysts: C1=CC=C(C=C1)[PH+](C2=CC=CC=C2)[C]3[CH][CH][CH][CH]3.C1=CC=C(C=C1)[PH+](C2=CC=CC=C2)[C]3[CH][CH][CH][CH]3.C(Cl)Cl.Cl[Pd]Cl.[Fe] (dichloro[1,1′-bis(diphenylphoshino)ferrocene]palladium(II) dichloromethane adduct). The solvent is C(C)#N (acetonitrile). The product is OC(C(=O)O)C1=CC(=CC=C1)C=1C=C2C(=NC1)N(N=C2C2=C(C=CC=C2)OC)COCC[Si](C)(C)C (hydroxy-{3-[3-(2-methoxy-phenyl)-1-(2-trimethylsilanyl-ethoxymethyl)-1H-pyrazolo[3,4-b]pyridin-5-yl]-phenyl}-acetic acid). Yield: 70.4%. As a reaction SMILES: [CH3:1][O:2][C:3]1[CH:8]=[CH:7][CH:6]=[CH:5][C:4]=1[C:9]1[C:17]2[C:12](=[N:13][CH:14]=[C:15](B3OC(C)(C)C(C)(C)O3)[CH:16]=2)[N:11]([CH2:27][O:28][CH2:29][CH2:30][Si:31]([CH3:34])([CH3:33])[CH3:32])[N:10]=1.Br[C:36]1[CH:37]=[C:38]([CH:44]=[CH:45][CH:46]=1)[CH:39]([OH:43])[C:40]([OH:42])=[O:41].C1COCC1.C(=O)([O-])[O-].[Na+].[Na+]>C1C=CC([PH+]([C]2[CH][CH][CH][CH]2)C2C=CC=CC=2)=CC=1.C1C=CC([PH+]([C]2[CH][CH][CH][CH]2)C2C=CC=CC=2)=CC=1.C(Cl)Cl.Cl[Pd]Cl.[Fe].C(#N)C>[OH:43][CH:39]([C:38]1[CH:44]=[CH:45][CH:46]=[C:36]([C:15]2[CH:16]=[C:17]3[C:9]([C:4]4[CH:5]=[CH:6][CH:7]=[CH:8][C:3]=4[O:2][CH3:1])=[N:10][N:11]([CH2:27][O:28][CH2:29][CH2:30][Si:31]([CH3:34])([CH3:33])[CH3:32])[C:12]3=[N:13][CH:14]=2)[CH:37]=1)[C:40]([OH:42])=[O:41] |f:3.4.5,6.7.8.9.10,^1:62,63,64,65,66,80,81,82,83,84|. Procedure: To a mixture of 3-(2-Methoxy-phenyl)-5-(4,4,5,5-tetramethyl-[1,3,2]dioxaborolan-2-yl)-1-(2-trimethylsilanyl-ethoxymethyl)-1H-pyrazolo[3,4-b]pyridine (500 mg, 1.04 mmol) and 3-bromomandelic acid (288 mg, 1.25 mmol) in a 20 mL microwave reaction flask was added THF (3 mL), acetonitrile (3 mL) and sodium carbonate (3 mL, 1 N aqueous solution, 3 mmol). The mixture was purged with nitrogen for 1 min. dichloro[1,1′-bis(diphenylphoshino)ferrocene]palladium(II) dichloromethane adduct (73 mg, 89 μmol) wa... Reactants: CC(=O)O, Cc1noc(C)c1Cn1cc(C(=O)NN)cn1, O=N[O-], [Na+]. The product is Cc1noc(C)c1Cn1cc(C(=O)N=[N+]=[N-])cn1. RXN SMILES: [CH3:22][C:23](=[O:24])[OH:25].[CH3:5][c:6]1[n:7][o:8][c:9]([CH3:21])[c:10]1[CH2:11][n:12]1[n:13][cH:14][c:15]([C:17](=[O:18])[NH:19][NH2:20])[cH:16]1.[N:1]([O-:2])=[O:3].[Na+:4]>>[N-:1]=[N+:20]=[N:19][C:17]([c:15]1[cH:14][n:13][n:12]([CH2:11][c:10]2[c:6]([CH3:5])[n:7][o:8][c:9]2[CH3:21])[cH:16]1)=[O:18]. Starting materials: C(C1=CC=CC=C1)OC=1C=C(OCCC#N)C=CC1 (3-[m-(benzyloxy)phenoxy]-propionitrile). The reagents and catalysts are [Ni] (Raney nickel). Run in CC(C)O (2-propanol). Product: C1(=CC=CC=C1)COC=1C=C(OCCCN)C=CC1 (3-[3-(Phenylmethoxy)phenoxy]-1-propanamine). The yield is 69.5%. As a reaction SMILES: [CH2:1]([O:8][C:9]1[CH:10]=[C:11]([CH:17]=[CH:18][CH:19]=1)[O:12][CH2:13][CH2:14][C:15]#[N:16])[C:2]1[CH:7]=[CH:6][CH:5]=[CH:4][CH:3]=1>CC(O)C.[Ni]>[C:2]1([CH2:1][O:8][C:9]2[CH:10]=[C:11]([CH:17]=[CH:18][CH:19]=2)[O:12][CH2:13][CH2:14][CH2:15][NH2:16])[CH:3]=[CH:4][CH:5]=[CH:6][CH:7]=1. Reported procedure: A mixture of 3-[m-(benzyloxy)phenoxy]-propionitrile (203 g, 0.80 mol) in 2-propanol is hydrogenated over Raney nickel catalyst (50 g). The catalyst is filtered, and the filtrate is evaporated. Distillation of the residue under high vacuum gives 143 g (69%) of product, bp 190° C. (0.15 mm). Reactants: CC1=NOC(=C1B1OC(C(O1)(C)C)(C)C)C1(CC1)NC(OC(C)(C)C)=O (tert-butyl 1-(3-methyl-4-(4,4,5,5-tetramethyl-1,3,2-dioxaborolan-2-yl)isoxazol-5-yl)cyclopropyl-carbamate), BrC1=C(C(=O)OC)C=C(C=C1)Cl (methyl 2-bromo-5-chlorobenzoate), P(=O)([O-])([O-])[O-].[K+].[K+].[K+] (potassium phosphate). The reagents and catalysts are C=1C=CC(=CC1)[P](C=2C=CC=CC2)(C=3C=CC=CC3)[Pd]([P](C=4C=CC=CC4)(C=5C=CC=CC5)C=6C=CC=CC6)([P](C=7C=CC=CC7)(C=8C=CC=CC8)C=9C=CC=CC9)[P](C=1C=CC=CC1)(C=1C=CC=CC1)C=1C=CC=CC1 (Pd(Ph3P)4). The solvent is CO (MeOH), O1CCOCC1 (1,4-Dioxane). Reaction conditions: temperature 80 celsius, time 4 hour. The product is C(C)(C)(C)OC(=O)NC1(CC1)C1=C(C(=NO1)C)C1=C(C(=O)OC)C=C(C=C1)Cl (methyl 2-(5-(1-(tert-butoxycarbonylamino)cyclopropyl)-3-methylisoxazol-4-yl)-5-chlorobenzoate). The yield is 85.6%. As a reaction SMILES: Br[C:2]1[CH:11]=[CH:10][C:9]([Cl:12])=[CH:8][C:3]=1[C:4]([O:6][CH3:7])=[O:5].P([O-])([O-])([O-])=O.[K+].[K+].[K+].[CH3:21][C:22]1[C:26](B2OC(C)(C)C(C)(C)O2)=[C:25]([C:36]2([NH:39][C:40](=[O:46])[O:41][C:42]([CH3:45])([CH3:44])[CH3:43])[CH2:38][CH2:37]2)[O:24][N:23]=1>CO.O1CCOCC1.C1C=CC([P]([Pd]([P](C2C=CC=CC=2)(C2C=CC=CC=2)C2C=CC=CC=2)([P](C2C=CC=CC=2)(C2C=CC=CC=2)C2C=CC=CC=2)[P](C2C=CC=CC=2)(C2C=CC=CC=2)C2C=CC=CC=2)(C2C=CC=CC=2)C2C=CC=CC=2)=CC=1>[C:42]([O:41][C:40]([NH:39][C:36]1([C:25]2[O:24][N:23]=[C:22]([CH3:21])[C:26]=2[C:2]2[CH:11]=[CH:10][C:9]([Cl:12])=[CH:8][C:3]=2[C:4]([O:6][CH3:7])=[O:5])[CH2:38][CH2:37]1)=[O:46])([CH3:45])([CH3:44])[CH3:43] |f:1.2.3.4,^1:58,60,79,98|. Procedure: A re-sealable vial containing methyl 2-bromo-5-chlorobenzoate (0.205 g, 0.822 mmol), Pd(Ph3P)4 (0.042 g, 0.036 mmol), and anhydrous potassium phosphate, tribasic (0.275 g, 1.296 mmol) was evacuated and purged with N2 (g) (3×). To the solids was added a solution of tert-butyl 1-(3-methyl-4-(4,4,5,5-tetramethyl-1,3,2-dioxaborolan-2-yl)isoxazol-5-yl)cyclopropyl-carbamate (0.236 g, 0.648 mmol) in MeOH (2×1 mL, 2 mL total) and 1,4-Dioxane (2×1 mL, 2 mL total). The suspension was evacuated and purged ...